From a dataset of the Open Reaction Database (ORD), a public repository of structured organic reaction records. describe an organic reaction: reactants, conditions, products, and yield Reactants: CC=1NC2=CC(=C(C=C2C1C1C(OC(=C1)C1=C(NC2=CC(=C(C=C12)C)C)C)=O)C)C (3,5-bis(2,5,6-trimethyl-3-indolyl)-2(3H)-furanone), C(C)N1C(=C(C2=CC=CC=C12)C1C(OC(=C1)C1=C(N(C2=CC=CC=C12)CC)C)=O)C (3,5-bis(1-ethyl-2-methyl-3-indolyl)-2(3H)-furanone). Product: C(C)N1C(=C(C2=CC=CC=C12)C=1C(OC(C1)C1=C(N(C2=CC=CC=C12)CC)C)=O)C (3,5-bis(1-ethyl-2-methyl-3-indolyl)-2(5H)-furanone). As a reaction SMILES: CC1NC2C(C=1C1C=C(C3C4C(=CC(C)=C(C)C=4)NC=3C)OC1=O)=CC(C)=C(C)C=2.[CH2:31]([N:33]1[C:41]2[C:36](=[CH:37][CH:38]=[CH:39][CH:40]=2)[C:35]([CH:42]2[CH:46]=[C:45]([C:47]3[C:55]4[C:50](=[CH:51][CH:52]=[CH:53][CH:54]=4)[N:49]([CH2:56][CH3:57])[C:48]=3[CH3:58])[O:44][C:43]2=[O:59])=[C:34]1[CH3:60])[CH3:32]>>[CH2:31]([N:33]1[C:41]2[C:36](=[CH:37][CH:38]=[CH:39][CH:40]=2)[C:35]([C:42]2[C:43](=[O:59])[O:44][CH:45]([C:47]3[C:55]4[C:50](=[CH:51][CH:52]=[CH:53][CH:54]=4)[N:49]([CH2:56][CH3:57])[C:48]=3[CH3:58])[CH:46]=2)=[C:34]1[CH3:60])[CH3:32]. Procedure: When 3,5-bis(2,5,6-trimethyl-3-indolyl)-2(3H)-furanone is substituted for 3,5-bis(1-ethyl-2-methyl-3-indolyl)-2(3H)-furanone in part B of this example, there is obtained 3,5-bis-(2,5,6-trimethyl-3-indolyl)-2(5H)-furanone (Formula IV: R=H; R1 =CH3 ; Y=5,6-(CH3)2). The reactants are Cc1c(C)c2c(c(C)c1N)CC(C)(CBr)O2, CCOC(=O)C1CCNCC1, Cc1ccccc1C. Product: CCOC(=O)C1CCN(CC2(C)Cc3c(C)c(N)c(C)c(C)c3O2)CC1. As a reaction SMILES: [Br:1][CH2:2][C:3]1([CH3:16])[O:4][c:5]2[c:6]([c:8]([CH3:15])[c:9]([NH2:14])[c:10]([CH3:13])[c:11]2[CH3:12])[CH2:7]1.[NH:17]1[CH2:18][CH2:19][CH:20]([C:21](=[O:22])[O:23][CH2:24][CH3:25])[CH2:26][CH2:27]1.[c:28]1([CH3:29])[c:30]([CH3:31])[cH:32][cH:33][cH:34][cH:35]1>>[CH2:2]([C:3]1([CH3:16])[O:4][c:5]2[c:6]([c:8]([CH3:15])[c:9]([NH2:14])[c:10]([CH3:13])[c:11]2[CH3:12])[CH2:7]1)[N:17]1[CH2:18][CH2:19][CH:20]([C:21](=[O:22])[O:23][CH2:24][CH3:25])[CH2:26][CH2:27]1.